Dataset: the Open Reaction Database (ORD), a public repository of structured organic reaction records. Task: describe an organic reaction: reactants, conditions, products, and yield The reactants are C(C)OC(=O)C1=C(N(C2=CC=C(C=C12)O)C1=CC=C(C=C1)N(CC)CC)CC(=O)OCC (1-(4-Diethylaminophenyl)-2-ethoxycarbonylmethyl-5-hydroxyindole-3-carboxylic acid ethyl ester), ClC1=CC=C(C=C1)B(O)O (4-chlorophenylboronic acid). Product: C(C)OC(=O)C1=C(N(C2=CC=C(C=C12)OC1=CC=C(C=C1)Cl)C1=CC=C(C=C1)N(CC)CC)CC(=O)OCC (5-(4-Chlorophenoxy)-1-(4-diethylaminophenyl)-2-ethoxycarbonylmethyl-indole-3-carboxylic acid ethyl ester). Reaction SMILES: [CH2:1]([O:3][C:4]([C:6]1[C:14]2[C:9](=[CH:10][CH:11]=[C:12]([OH:15])[CH:13]=2)[N:8]([C:16]2[CH:21]=[CH:20][C:19]([N:22]([CH2:25][CH3:26])[CH2:23][CH3:24])=[CH:18][CH:17]=2)[C:7]=1[CH2:27][C:28]([O:30][CH2:31][CH3:32])=[O:29])=[O:5])[CH3:2].[Cl:33][C:34]1[CH:39]=[CH:38][C:37](B(O)O)=[CH:36][CH:35]=1>>[CH2:1]([O:3][C:4]([C:6]1[C:14]2[C:9](=[CH:10][CH:11]=[C:12]([O:15][C:37]3[CH:38]=[CH:39][C:34]([Cl:33])=[CH:35][CH:36]=3)[CH:13]=2)[N:8]([C:16]2[CH:21]=[CH:20][C:19]([N:22]([CH2:25][CH3:26])[CH2:23][CH3:24])=[CH:18][CH:17]=2)[C:7]=1[CH2:27][C:28]([O:30][CH2:31][CH3:32])=[O:29])=[O:5])[CH3:2]. Procedure: The sub-title compound was prepared in accordance with step (c) Example 1 from 1-(4-diethylaminophenyl)-2-ethoxycarbonylmethyl-5-hydroxyindole-3-carboxylic acid ethyl ester (150 mg, 0.35 mmol, see step (b) Example 1) and 4-chlorophenylboronic acid (83 mg, 0.53 mmol). Yield 107 mg (57%). Reactants: C(C1=CC=CC=C1)OC([C@@H](NC(=O)OC(C)(C)C)CC1=C(C=C(C=C1C)OCC1=CC=CC=C1)C)=O (O-benzyl-Boc-2,6-dimethyltyrosine benzyl ester), Example 12, [OH-].[Na+] (NaOH). Yields the product CC(C)(OC(=O)NC(CC1=C(C=C(C=C1C)OCC1=CC=CC=C1)C)C(=O)O)C (N-[(1,1-dimethylethoxy)carbonyl]-2,6-dimethyl-O-(phenylmethyl)-DL-tyrosine). Reaction SMILES: C([O:8][C:9](=[O:36])[C@H:10]([CH2:19][C:20]1[C:25]([CH3:26])=[CH:24][C:23]([O:27][CH2:28][C:29]2[CH:34]=[CH:33][CH:32]=[CH:31][CH:30]=2)=[CH:22][C:21]=1[CH3:35])[NH:11][C:12]([O:14][C:15]([CH3:18])([CH3:17])[CH3:16])=[O:13])C1C=CC=CC=1.[OH-].[Na+]>>[CH3:17][C:15]([CH3:18])([O:14][C:12]([NH:11][CH:10]([C:9]([OH:36])=[O:8])[CH2:19][C:20]1[C:25]([CH3:26])=[CH:24][C:23]([O:27][CH2:28][C:29]2[CH:30]=[CH:31][CH:32]=[CH:33][CH:34]=2)=[CH:22][C:21]=1[CH3:35])=[O:13])[CH3:16] |f:1.2|. Procedure details: O-benzyl-Boc-2,6-dimethyltyrosine benzyl ester, prepared as in Example 12 (5 g, 10.21 mmol), was treated with NaOH(3.27 g, 81.70 mmol), as described in Example 1, giving the title compound. NMR: benzyl methylene at ∫4.99s (2 protons). EXAMPLE 27 As a reaction SMILES: [Br:1][c:2]1[cH:3][cH:4][c:5]([CH2:6][C:7]23[C:8](=[O:25])[N:9]([c:17]4[cH:18][c:19]([Cl:24])[cH:20][c:21]([Cl:23])[cH:22]4)[C:10](=[O:16])[N:11]2[CH2:12][CH:13]([OH:15])[CH2:14]3)[cH:26][cH:27]1.[CH2:63]1[O:64][CH2:65][CH2:66][CH2:67]1.[CH3:59][C:60](=[O:61])[OH:62].[O:28]=[C:29]([O:30][CH2:31][CH3:32])[N:33]=[N:37][C:38]([O:34][CH2:35][CH3:36])=[O:39].[c:40]1([P:41]([c:42]2[cH:43][cH:44][cH:45][cH:46][cH:47]2)[c:48]2[cH:49][cH:50][cH:51][cH:52][cH:53]2)[cH:54][cH:55][cH:56][cH:57][cH:58]1>>[Br:1][c:2]1[cH:3][cH:4][c:5]([CH2:6][C:7]23[C:8](=[O:25])[N:9]([c:17]4[cH:18][c:19]([Cl:24])[cH:20][c:21]([Cl:23])[cH:22]4)[C:10](=[O:16])[N:11]2[CH2:12][CH:13]([O:15][C:35](=[O:34])[CH3:36])[CH2:14]3)[cH:26][cH:27]1. Reactants: O=C1N(c2cc(Cl)cc(Cl)c2)C(=O)C2(Cc3ccc(Br)cc3)CC(O)CN12, C1CCOC1, CC(=O)O, CCOC(=O)N=NC(=O)OCC, c1ccc(P(c2ccccc2)c2ccccc2)cc1. Yields the product CC(=O)OC1CN2C(=O)N(c3cc(Cl)cc(Cl)c3)C(=O)C2(Cc2ccc(Br)cc2)C1. Starting materials: O=C([O-])[O-], O=C([O-])O, CC(C)(C)OC(=O)c1ccc(-c2ccccc2)cc1NC(=O)c1ccc(OCCBr)cc1OCc1ccccc1, C1COCCN1, CCOC(C)=O, CC(C)=O, [K+], [K+], [Na+], O. Product: CC(C)(C)OC(=O)c1ccc(-c2ccccc2)cc1NC(=O)c1ccc(OCCN2CCOCC2)cc1OCc1ccccc1. RXN SMILES: [C:1](=[O:2])([O-:3])[O-:4].[C:53](=[O:54])([OH:55])[O-:56].[CH2:13]([c:14]1[cH:15][cH:16][cH:17][cH:18][cH:19]1)[O:20][c:21]1[c:22]([C:23](=[O:24])[NH:25][c:26]2[c:27]([C:28](=[O:29])[O:30][C:31]([CH3:32])([CH3:33])[CH3:34])[cH:35][cH:36][c:37](-[c:39]3[cH:40][cH:41][cH:42][cH:43][cH:44]3)[cH:38]2)[cH:45][cH:46][c:47]([O:49][CH2:50][CH2:51][Br:52])[cH:48]1.[CH2:7]1[CH2:8][O:9][CH2:10][CH2:11][NH:12]1.[CH3:58][CH2:59][O:60][C:61](=[O:62])[CH3:63].[CH3:65][C:66](=[O:67])[CH3:68].[K+:5].[K+:6].[Na+:57].[OH2:64]>>[CH2:7]1[CH2:8][O:9][CH2:10][CH2:11][N:12]1[CH2:51][CH2:50][O:49][c:47]1[cH:46][cH:45][c:22]([C:23](=[O:24])[NH:25][c:26]2[c:27]([C:28](=[O:29])[O:30][C:31]([CH3:32])([CH3:33])[CH3:34])[cH:35][cH:36][c:37](-[c:39]3[cH:40][cH:41][cH:42][cH:43][cH:44]3)[cH:38]2)[c:21]([O:20][CH2:13][c:14]2[cH:15][cH:16][cH:17][cH:18][cH:19]2)[cH:48]1.